This data is from the Open Reaction Database (ORD), a public repository of structured organic reaction records. The task is: describe an organic reaction: reactants, conditions, products, and yield The reactants are COc1cc2c(B(O)O)cn(C(=O)OC(C)(C)C)c2cc1OC, COc1cc2[nH]cc(-c3cc4c(Cl)c(F)cnc4n3S(=O)(=O)c3ccc(C)cc3)c2cc1OC, c1ccc(P(c2ccccc2)(c2ccccc2)[Pd](P(c2ccccc2)(c2ccccc2)c2ccccc2)(P(c2ccccc2)(c2ccccc2)c2ccccc2)P(c2ccccc2)(c2ccccc2)c2ccccc2)cc1. Reaction SMILES: [C:35]([O:36][C:37]([n:38]1[c:39]2[c:40]([cH:41][c:42]([O:43][CH3:44])[c:45]([O:46][CH3:47])[cH:48]2)[c:49]([B:50]([OH:51])[OH:52])[cH:53]1)=[O:54])([CH3:55])([CH3:56])[CH3:57].[Cl:1][c:2]1[c:3]2[c:4]([n:5][cH:6][c:7]1[F:8])[n:9]([S:25](=[O:26])(=[O:27])[c:28]1[cH:29][cH:30][c:31]([CH3:34])[cH:32][cH:33]1)[c:10](-[c:12]1[cH:13][nH:14][c:15]3[cH:16][c:17]([O:23][CH3:24])[c:18]([O:21][CH3:22])[cH:19][c:20]13)[cH:11]2.[cH:58]1[cH:59][cH:60][c:61]([P:62]([Pd:63]([P:64]([c:65]2[cH:66][cH:67][cH:68][cH:69][cH:70]2)([c:71]2[cH:72][cH:73][cH:74][cH:75][cH:76]2)[c:77]2[cH:78][cH:79][cH:80][cH:81][cH:82]2)([P:83]([c:84]2[cH:85][cH:86][cH:87][cH:88][cH:89]2)([c:90]2[cH:91][cH:92][cH:93][cH:94][cH:95]2)[c:96]2[cH:97][cH:98][cH:99][cH:100][cH:101]2)[P:102]([c:103]2[cH:104][cH:105][cH:106][cH:107][cH:108]2)([c:109]2[cH:110][cH:111][cH:112][cH:113][cH:114]2)[c:115]2[cH:116][cH:117][cH:118][cH:119][cH:120]2)([c:121]2[cH:122][cH:123][cH:124][cH:125][cH:126]2)[c:127]2[cH:128][cH:129][cH:130][cH:131][cH:132]2)[cH:133][cH:134]1>>[Cl:1][c:2]1[c:3]2[c:4]([n:5][cH:6][cH:7]1)[n:9]([S:25](=[O:26])(=[O:27])[c:28]1[cH:29][cH:30][c:31]([CH3:34])[cH:32][cH:33]1)[c:10](-[c:12]1[cH:13][nH:14][c:15]3[cH:16][c:17]([O:23][CH3:24])[c:18]([O:21][CH3:22])[cH:19][c:20]13)[cH:11]2. Yields the product COc1cc2[nH]cc(-c3cc4c(Cl)ccnc4n3S(=O)(=O)c3ccc(C)cc3)c2cc1OC. Starting materials: ClCCO (2-chloroethanol), C1(=CC=CC=C1)P(C1=CC=CC=C1)C1=CC=CC=C1 (triphenylphosphine), CCOC(=O)/N=N/C(=O)OCC (DEAD), CCOC(=O)/N=N/C(=O)OCC (DEAD), OC1=C2C=CC=NC2=CC=C1 (5-Hydroxy quinoline), C1(=CC=CC=C1)P(C1=CC=CC=C1)C1=CC=CC=C1 (triphenylphosphine), ClCCO (2-Chloroethanol). The solvent is O1CCCC1 (tetrahydrofuran), O (water). Product: ClCCOC1=C2C=CC=NC2=CC=C1 (5-(2-Chloroethoxy)-quinoline). Isolated yield 79.5%. Reaction SMILES: [OH:1][C:2]1[CH:11]=[CH:10][CH:9]=[C:8]2[C:3]=1[CH:4]=[CH:5][CH:6]=[N:7]2.C1(P(C2C=CC=CC=2)C2C=CC=CC=2)C=CC=CC=1.[Cl:31][CH2:32][CH2:33]O.CCOC(/N=N/C(OCC)=O)=O>O1CCCC1.O>[Cl:31][CH2:32][CH2:33][O:1][C:2]1[CH:11]=[CH:10][CH:9]=[C:8]2[C:3]=1[CH:4]=[CH:5][CH:6]=[N:7]2. Procedure: A 100 ml three-neck oven dry flask was cooled under nitrogen. 5-Hydroxy quinoline (2 g, 14 mmol) was added as well as triphenylphosphine (5.42 g, 21 mmol) suspended in 50 ml anhydrous tetrahydrofuran. 2-Chloroethanol (1.3 ml, 21 mmol) was slowly added to above reaction mixture via syringe, followed by adding DEAD (2.98 ml, 21 mmol) via syringe. A second 1.5 eq of 2-chloroethanol, triphenylphosphine and DEAD was added. The reaction mixture was poured into 100 ml water and extracted by methylene c... Starting materials: F (hydrogen fluoride), CC=1C=CC(=CC1)C (p-xylene), C(\C=C\C1=CC=CC=C1)(=O)OC (methyl trans-cinnamate), yellowish solid. Reaction conditions: temperature 70 celsius, time 17 hour. Yields the product CC1=C2C(CC(C2=C(C=C1)C)=O)C1=CC=CC=C1 (4,7-Dimethyl-3-phenyl-1-indanone). Isolated yield 90.0%. As a reaction SMILES: F.[CH3:2][C:3]1[CH:4]=[CH:5][C:6]([CH3:9])=[CH:7][CH:8]=1.[C:10](OC)(=[O:19])/[CH:11]=[CH:12]/[C:13]1[CH:18]=[CH:17][CH:16]=[CH:15][CH:14]=1>>[CH3:2][C:3]1[CH:8]=[CH:7][C:6]([CH3:9])=[C:5]2[C:4]=1[CH:12]([C:13]1[CH:18]=[CH:17][CH:16]=[CH:15][CH:14]=1)[CH2:11][C:10]2=[O:19]. Procedure details: 100 g (5 mol) of anhydrous hydrogen fluoride were added to 10.6 g (100 mmol) of p-xylene (99% purity) and 17 g (105 mmol) of methyl trans-cinnamate, and the mixture was stirred at 70° C. for 17 hours. Work-up carried out analogously to Example A gave 23.6 g of a yellowish solid. The purity of the product is 96% (GC). (96% of theory). After recrystallization once from an ethyl acetate/hexane mixture (1:1), a virtually white solid was obtained in a yield of 90%. The purity after this step is great...